Task: describe an organic reaction: reactants, conditions, products, and yield. Dataset: the Open Reaction Database (ORD), a public repository of structured organic reaction records The reactants are [H][H] (hydrogen), [H-].[Na+] (sodium hydride), FC1C(NC2=C(C(=N1)C1=CC=CC=C1)C=C(C=C2)Cl)=O (3-fluoro-1,3-dihydro-7-chloro-5-phenyl-2H-1,4-benzodiazepin-2-one), BrCC=C (3-bromopropene). Solvent: C(Cl)Cl (methylene chloride), O (water), C1CCOC1 (THF), C1CCOC1 (THF). The product is FC1C(N(C2=C(C(=N1)C1=CC=CC=C1)C=C(C=C2)Cl)CC=C)=O (3-fluoro-1-(allyl)-7-chloro-5-phenyl-2H-1,4-benzodiazepin-2-one). The yield is 43.2%. RXN SMILES: [F:1][CH:2]1[N:8]=[C:7]([C:9]2[CH:14]=[CH:13][CH:12]=[CH:11][CH:10]=2)[C:6]2[CH:15]=[C:16]([Cl:19])[CH:17]=[CH:18][C:5]=2[NH:4][C:3]1=[O:20].Br[CH2:22][CH:23]=[CH2:24].[H-].[Na+].[H][H]>C1COCC1.C(Cl)Cl.O>[F:1][CH:2]1[N:8]=[C:7]([C:9]2[CH:10]=[CH:11][CH:12]=[CH:13][CH:14]=2)[C:6]2[CH:15]=[C:16]([Cl:19])[CH:17]=[CH:18][C:5]=2[N:4]([CH2:24][CH:23]=[CH2:22])[C:3]1=[O:20] |f:2.3|. Procedure details: To a well stirred solution of 3.0 g (0.01 mol) of 3-fluoro-1,3-dihydro-7-chloro-5-phenyl-2H-1,4-benzodiazepin-2-one, 75 ml of dry THF and 21.78 g (0.18 mol) of 3-bromopropene, was added a suspension of 0.48 g (0.02 mol) of sodium hydride in 20 ml of THF. There was an immediate evolution of hydrogen. The contents of the flask were stirred under a nitrogen atmosphere for exactly two hours. The product mixture was poured into 100 ml of water and methylene chloride was added to extract the product. ... Reactants: C(C)(OCC)([O-])[O-] (ethyl orthoacetate), CC(=CCO)C (3-methyl-2-buten-1-ol), C(C)(OCC)([O-])[O-] (ethyl orthoacetate). Reagents/catalysts: C1(O)=CC=C(O)C=C1 (hydroquinone). Product: CC(CC(=O)OCC)(C=C)C (ethyl 3,3-dimethyl-4-pentenoate). The yield is 75.1%. Reaction SMILES: [CH3:1][C:2]([CH3:6])=[CH:3][CH2:4]O.[C:7]([O-:13])([O-])([O:9][CH2:10][CH3:11])[CH3:8]>C1(C=CC(O)=CC=1)O>[CH3:1][C:2]([CH3:6])([CH:3]=[CH2:4])[CH2:8][C:7]([O:9][CH2:10][CH3:11])=[O:13]. Procedure: A mixture of 12.9 g (0.15 mole) of 3-methyl-2-buten-1-ol, 48.6 g (0.3 mole) of ethyl orthoacetate and 0.5 g of hydroquinone was heated at 140° for 20 hours with stirring. Ethanol was removed by distillation during the heating. At the end of 20 hours, the mixture was distilled under reduced pressure to give, after removal of unreacted ethyl orthoacetate, 17.6 g (75% yield) of ethyl 3,3-dimethyl-4-pentenoate, b.p. 74°-78°/55 mm. Starting materials: C(C)(C)(C)C1=CC=C(C=C1)C1=NC2=C(C(O1)=O)C=NC=C2 (2-[4-t-butylphenyl]-4H-6-aza-3,1-benzoxazin-4-one), NC1=NC=C(C=C1)Cl (2-amino-5-chloropyridine), solution, C(C=C)[Mg]Br (allylmagnesium bromide), C(C)OCC (diethyl ether). The solvent is C1CCOC1 (THF). Conditions: time 20 minute. Yields the product C(C)(C)(C)C1=CC=C(C(=O)NC2=C(C=NC=C2)C(=O)NC2=NC=C(C=C2)Cl)C=C1 (4-[(4-t-Butylbenzoyl)amino]-N-(5-chloropyridin-2-yl)pyridine-3-carboxamide). Yield: 82.3%. As a reaction SMILES: [NH2:1][C:2]1[CH:7]=[CH:6][C:5]([Cl:8])=[CH:4][N:3]=1.C([Mg]Br)C=C.C(OCC)C.[C:19]([C:23]1[CH:28]=[CH:27][C:26]([C:29]2[O:34][C:33](=[O:35])[C:32]3[CH:36]=[N:37][CH:38]=[CH:39][C:31]=3[N:30]=2)=[CH:25][CH:24]=1)([CH3:22])([CH3:21])[CH3:20]>C1COCC1>[C:19]([C:23]1[CH:28]=[CH:27][C:26]([C:29]([NH:30][C:31]2[CH:39]=[CH:38][N:37]=[CH:36][C:32]=2[C:33]([NH:1][C:2]2[CH:7]=[CH:6][C:5]([Cl:8])=[CH:4][N:3]=2)=[O:35])=[O:34])=[CH:25][CH:24]=1)([CH3:22])([CH3:20])[CH3:21]. Procedure: To a stirring solution of 2-amino-5-chloropyridine (0.11 g, 0.85 mmol) in THF (12 mL) at 0° C. was added a 1 M solution of allylmagnesium bromide in diethyl ether (0.83 mL, 0.83 mmol). After 20 min, 2-[4-t-butylphenyl]-4H-6-aza-3,1-benzoxazin-4-one (0.115 g, 0.41 mmol) was added and the cold bath was removed. After 2 h, the mixture was diluted with ethyl acetate and washed three times with brine. The organic phase was dried (MgSO4), filtered and concentrated in vacuo. The solid was recrystallize... The reactants are O (water), mixed solution, O.C(C)(=O)O (water acetic acid), ClC=1C(=C(C=CC1)NS(=O)(=O)C1=CC=C(C(=O)O)C=C1)C (4-{[(3-chloro-2-methylphenyl)amino]sulfonyl}benzoic acid). The solvent is C1CCOC1 (THF). Run at time 4 hour. Product: ClC=1C(=C(C=CC1)NS(=O)(=O)C1=CC=C(C=C1)CO)C (N-(3-chloro-2-methylphenyl)-4-(hydroxymethyl)benzenesulfonamide). The yield is 74.8%. As a reaction SMILES: [Cl:1][C:2]1[C:3]([CH3:21])=[C:4]([NH:8][S:9]([C:12]2[CH:20]=[CH:19][C:15]([C:16](O)=[O:17])=[CH:14][CH:13]=2)(=[O:11])=[O:10])[CH:5]=[CH:6][CH:7]=1.O.C(O)(=O)C.O>C1COCC1>[Cl:1][C:2]1[C:3]([CH3:21])=[C:4]([NH:8][S:9]([C:12]2[CH:20]=[CH:19][C:15]([CH2:16][OH:17])=[CH:14][CH:13]=2)(=[O:11])=[O:10])[CH:5]=[CH:6][CH:7]=1 |f:1.2|. Procedure details: 652 mg of 4-{[(3-chloro-2-methylphenyl)amino]sulfonyl}benzoic acid was dissolved in 10.0 mL of THF, and 6.00 mL of a 1 M borane-THF complex was added thereto under an argon atmosphere, followed by stirring at room temperature for 4 hours. To the reaction liquid was added 1.00 mL of a mixed solution of water-acetic acid (1:1) and added water, followed by extraction with ethyl acetate. The organic layer was washed with an aqueous saturated sodium hydrogen carbonate solution and saturated brine, an... Reactants: CCNC(=O)c1cccc(Br)n1, CC(C)C(O)(c1ccc(B(O)O)cc1)c1cn(C(c2ccccc2)(c2ccccc2)c2ccccc2)cn1, c1ccc(P(c2ccccc2)(c2ccccc2)[Pd](P(c2ccccc2)(c2ccccc2)c2ccccc2)(P(c2ccccc2)(c2ccccc2)c2ccccc2)P(c2ccccc2)(c2ccccc2)c2ccccc2)cc1. Yields the product CCNC(=O)c1cccc(-c2ccc(C(O)(c3cn(C(c4ccccc4)(c4ccccc4)c4ccccc4)cn3)C(C)C)cc2)n1. RXN SMILES: [Br:39][c:40]1[cH:41][cH:42][cH:43][c:44]([C:46](=[O:47])[NH:48][CH2:49][CH3:50])[n:45]1.[OH:1][C:2]([CH:3]([CH3:4])[CH3:5])([c:6]1[n:7][cH:8][n:9]([C:11]([c:12]2[cH:13][cH:14][cH:15][cH:16][cH:17]2)([c:18]2[cH:19][cH:20][cH:21][cH:22][cH:23]2)[c:24]2[cH:25][cH:26][cH:27][cH:28][cH:29]2)[cH:10]1)[c:30]1[cH:31][cH:32][c:33]([B:36]([OH:37])[OH:38])[cH:34][cH:35]1.[cH:51]1[cH:52][cH:53][c:54]([P:55]([Pd:56]([P:57]([c:58]2[cH:59][cH:60][cH:61][cH:62][cH:63]2)([c:64]2[cH:65][cH:66][cH:67][cH:68][cH:69]2)[c:70]2[cH:71][cH:72][cH:73][cH:74][cH:75]2)([P:76]([c:77]2[cH:78][cH:79][cH:80][cH:81][cH:82]2)([c:83]2[cH:84][cH:85][cH:86][cH:87][cH:88]2)[c:89]2[cH:90][cH:91][cH:92][cH:93][cH:94]2)[P:95]([c:96]2[cH:97][cH:98][cH:99][cH:100][cH:101]2)([c:102]2[cH:103][cH:104][cH:105][cH:106][cH:107]2)[c:108]2[cH:109][cH:110][cH:111][cH:112][cH:113]2)([c:114]2[cH:115][cH:116][cH:117][cH:118][cH:119]2)[c:120]2[cH:121][cH:122][cH:123][cH:124][cH:125]2)[cH:126][cH:127]1>>[OH:1][C:2]([CH:3]([CH3:4])[CH3:5])([c:6]1[n:7][cH:8][n:9]([C:11]([c:12]2[cH:13][cH:14][cH:15][cH:16][cH:17]2)([c:18]2[cH:19][cH:20][cH:21][cH:22][cH:23]2)[c:24]2[cH:25][cH:26][cH:27][cH:28][cH:29]2)[cH:10]1)[c:30]1[cH:31][cH:32][c:33](-[c:40]2[cH:41][cH:42][cH:43][c:44]([C:46](=[O:47])[NH:48][CH2:49][CH3:50])[n:45]2)[cH:34][cH:35]1. Reactants: O=C1CCC(=O)N1Br, Cc1nn(C(=O)OC(C)(C)C)c2cc(F)ccc12, O=C(OOC(=O)c1ccccc1)c1ccccc1, ClC(Cl)(Cl)Cl. Yields the product CC(C)(C)OC(=O)n1nc(CBr)c2ccc(F)cc21. RXN SMILES: [Br:19][N:20]1[C:21](=[O:22])[CH2:23][CH2:24][C:25]1=[O:26].[C:1]([CH3:2])([CH3:3])([CH3:4])[O:5][C:6](=[O:7])[n:8]1[n:9][c:10]([CH3:18])[c:11]2[cH:12][cH:13][c:14]([F:17])[cH:15][c:16]12.[C:27]([O:28][O:29][C:30](=[O:31])[c:32]1[cH:33][cH:34][cH:35][cH:36][cH:37]1)(=[O:38])[c:39]1[cH:40][cH:41][cH:42][cH:43][cH:44]1.[Cl:45][C:46]([Cl:47])([Cl:48])[Cl:49]>>[C:1]([CH3:2])([CH3:3])([CH3:4])[O:5][C:6](=[O:7])[n:8]1[n:9][c:10]([CH2:18][Br:19])[c:11]2[cH:12][cH:13][c:14]([F:17])[cH:15][c:16]12. Reactants: C(CCCCC)N1N=NC(=C1)C1=CC=CC=C1 (1-hexyl-4-phenyl-1H-1,2,3-triazole), IC (iodomethane), IC (iodomethane). Reaction conditions: temperature 40 celsius. Product: [I-].C(CCCCC)N1N=[N+](C(=C1)C1=CC=CC=C1)C (1-hexyl-3-methyl-4-phenyl-1H-1,2,3-triazol-3-ium iodide). Reaction SMILES: [CH2:1]([N:7]1[CH:11]=[C:10]([C:12]2[CH:17]=[CH:16][CH:15]=[CH:14][CH:13]=2)[N:9]=[N:8]1)[CH2:2][CH2:3][CH2:4][CH2:5][CH3:6].[I:18][CH3:19]>>[I-:18].[CH2:1]([N:7]1[CH:11]=[C:10]([C:12]2[CH:17]=[CH:16][CH:15]=[CH:14][CH:13]=2)[N+:9]([CH3:19])=[N:8]1)[CH2:2][CH2:3][CH2:4][CH2:5][CH3:6] |f:2.3|. Reported procedure: 1-hexyl-4-phenyl-1H-1,2,3-triazole (0.58 g, 2.53 mmol) and iodomethane (2 ml, 32.0 mmol) were added to a 20 mL vial. The reaction was heated at 40° C. for 3 days. The iodomethane was allowed to evaporate in the hood. The following structure was confirmed: